The task is: describe an organic reaction: reactants, conditions, products, and yield. This data is from the Open Reaction Database (ORD), a public repository of structured organic reaction records. Starting materials: [Si](OCC)([O-])([O-])[O-] (ethyl orthosilicate), Cl (hydrochloric acid). The solvent is C(C)O (ethanol). Product: C(C)O.[Si](OCC)(O)(O)O (ethyl orthosilicate ethanol). Reaction SMILES: [Si:1]([O-:7])([O-:6])([O-:5])[O:2][CH2:3][CH3:4].Cl>C(O)C>[CH2:3]([OH:2])[CH3:4].[Si:1]([OH:7])([OH:6])([OH:5])[O:2][CH2:3][CH3:4] |f:3.4|. Reported procedure: 10 parts by weight of ethyl orthosilicate, 87.5 parts by weight of ethanol and 15 parts by weight of a 0.05N hydrochloric acid were mixed, whereby an ethyl orthosilicate ethanol solution was prepared. Starting materials: CCCCNc1nc(N)c2nc(OC)n(CC3CCOC3)c2n1, C1COCCO1, CO, CCO, Cl, [Na+], [OH-], O. Product: CCCCNc1nc(N)c2[nH]c(=O)n(CC3CCOC3)c2n1. Reaction SMILES: [CH2:1]([CH2:2][CH2:3][CH3:4])[NH:5][c:6]1[n:7][c:8]([NH2:23])[c:9]2[n:10][c:11]([O:21][CH3:22])[n:12]([CH2:15][CH:16]3[CH2:17][O:18][CH2:19][CH2:20]3)[c:13]2[n:14]1.[CH2:30]1[O:31][CH2:32][CH2:33][O:34][CH2:35]1.[CH3:28][OH:29].[CH3:36][CH2:37][OH:38].[ClH:24].[Na+:27].[OH-:26].[OH2:25]>>[CH2:1]([CH2:2][CH2:3][CH3:4])[NH:5][c:6]1[n:7][c:8]([NH2:23])[c:9]2[nH:10][c:11](=[O:21])[n:12]([CH2:15][CH:16]3[CH2:17][O:18][CH2:19][CH2:20]3)[c:13]2[n:14]1. Starting materials: CCOC(=O)c1cnn(CCOC)c1Cl, CO, [Li+], [OH-], O. Product: COCCn1ncc(C(=O)O)c1Cl. As a reaction SMILES: [CH2:1]([CH3:2])[O:3][C:4](=[O:5])[c:6]1[cH:7][n:8][n:9]([CH2:12][CH2:13][O:14][CH3:15])[c:10]1[Cl:11].[CH3:18][OH:19].[Li+:16].[OH-:17].[OH2:20]>>[O:3]=[C:4]([OH:5])[c:6]1[cH:7][n:8][n:9]([CH2:12][CH2:13][O:14][CH3:15])[c:10]1[Cl:11]. Yields the product CC=1C(=NC(=NC1)NC1=CC(=CC=C1)S(=O)(=O)N1CCN(CC1)C)N (5-Methyl-N2-[3-(4-methyl-piperazine-1-sulfonyl)-phenyl]-pyrimidine-2,4-diamine). Run in C(C)(=O)O (acetic acid). Reactants: ClC1=NC=C(C(=N1)N)C (2-chloro-5-methyl-pyrimidin-4-ylamine), CN1CCN(CC1)S(=O)(=O)C=1C=C(C=CC1)N (3-(4-methyl-piperazine-1-sulfonyl)-phenylamine). Reaction SMILES: Cl[C:2]1[N:7]=[C:6]([NH2:8])[C:5]([CH3:9])=[CH:4][N:3]=1.[CH3:10][N:11]1[CH2:16][CH2:15][N:14]([S:17]([C:20]2[CH:21]=[C:22]([NH2:26])[CH:23]=[CH:24][CH:25]=2)(=[O:19])=[O:18])[CH2:13][CH2:12]1>C(O)(=O)C>[CH3:9][C:5]1[C:6]([NH2:8])=[N:7][C:2]([NH:26][C:22]2[CH:23]=[CH:24][CH:25]=[C:20]([S:17]([N:14]3[CH2:13][CH2:12][N:11]([CH3:10])[CH2:16][CH2:15]3)(=[O:19])=[O:18])[CH:21]=2)=[N:3][CH:4]=1. Reported procedure: A mixture of 2-chloro-5-methyl-pyrimidin-4-ylamine (0.25 g, 1.74 mmol) and 3-(4-methyl-piperazine-1-sulfonyl)-phenylamine (0.50 g, 2.0 mmol) in acetic acid (4 mL) was sealed in a microwave reaction tube and irradiated with microwave at 130° C. for 15 min. After cooling to room temperature, the cap was removed and the mixture concentrated. The residue was taken in water (20 mL) and pH adjusted to ˜9 with 10% NaOH solution. The resulting solution was extracted with EtOAc (2×30 mL) and the organic ... Starting materials: B, COB(OC)OC, CO, ClCCCl, O=C(O)c1ccc([N+](=O)[O-])c(O)c1, c1ccncc1. Product: O=[N+]([O-])c1ccc(CO)cc1O. Reaction SMILES: [BH3:27].[CH3:14][O:15][B:16]([O:17][CH3:18])[O:19][CH3:20].[CH3:28][OH:29].[Cl:30][CH2:31][CH2:32][Cl:33].[OH:1][c:2]1[cH:3][c:4]([C:5](=[O:6])[OH:7])[cH:8][cH:9][c:10]1[N+:11](=[O:12])[O-:13].[n:21]1[cH:22][cH:23][cH:24][cH:25][cH:26]1>>[OH:1][c:2]1[cH:3][c:4]([CH2:5][OH:6])[cH:8][cH:9][c:10]1[N+:11](=[O:12])[O-:13]. Starting materials: CCO, [Na+], [Na+], O=S([O-])S(=O)[O-], Nc1nc2ccccc2[n+]([O-])n1. The product is Nc1nnc2ccccc2n1. As a reaction SMILES: [CH3:21][CH2:22][OH:23].[Na+:19].[Na+:20].[S:13]([S:14]([O-:15])=[O:16])([O-:17])=[O:18].[n+:1]1([O-:12])[n:2][c:3]([NH2:11])[n:4][c:5]2[c:6]1[cH:7][cH:8][cH:9][cH:10]2>>[n:1]1[n:2][c:3]([NH2:11])[n:4][c:5]2[c:6]1[cH:7][cH:8][cH:9][cH:10]2. Reactants: CC1CC2CN(C(=O)OC(C)(C)C)C(CN)C2C1, C1CCOC1, CCOC(=O)C(F)(F)F. Product: CC1CC2CN(C(=O)OC(C)(C)C)C(CNC(=O)C(F)(F)F)C2C1. As a reaction SMILES: [C:10]([CH3:11])([CH3:12])([CH3:13])[O:14][C:15](=[O:16])[N:17]1[CH:18]([CH2:26][NH2:27])[CH:19]2[CH2:20][CH:21]([CH3:25])[CH2:22][CH:23]2[CH2:24]1.[CH2:28]1[O:29][CH2:30][CH2:31][CH2:32]1.[F:1][C:2]([C:3]([O:5][CH2:4][CH3:6])=[O:7])([F:8])[F:9]>>[F:1][C:2]([C:3](=[O:5])[NH:27][CH2:26][CH:18]1[N:17]([C:15]([O:14][C:10]([CH3:11])([CH3:12])[CH3:13])=[O:16])[CH2:24][CH:23]2[CH:19]1[CH2:20][CH:21]([CH3:25])[CH2:22]2)([F:8])[F:9].